This data is from the Open Reaction Database (ORD), a public repository of structured organic reaction records. The task is: describe an organic reaction: reactants, conditions, products, and yield The reactants are NN, CC(C)(C)OC(=O)N1CCC(CON2C(=O)c3ccccc3C2=O)CC1, O. Product: CC(C)(C)OC(=O)N1CCC(CON)CC1. As a reaction SMILES: [NH2:28][NH2:29].[O:1]=[C:2]1[N:3]([O:12][CH2:13][CH:14]2[CH2:15][CH2:16][N:17]([C:20](=[O:21])[O:22][C:23]([CH3:24])([CH3:25])[CH3:26])[CH2:18][CH2:19]2)[C:10](=[O:11])[c:5]2[c:4]1[cH:9][cH:8][cH:7][cH:6]2.[OH2:27]>>[NH2:3][O:12][CH2:13][CH:14]1[CH2:15][CH2:16][N:17]([C:20](=[O:21])[O:22][C:23]([CH3:24])([CH3:25])[CH3:26])[CH2:18][CH2:19]1. Starting materials: C(C1=CC=CC=C1)NC(=O)C1=CC=CC2=C(C=CC=C12)[N+](=O)[O-] (N-benzyl-5-nitronaphthalene-1-carboxamide). Reagents/catalysts: [Pd] (Palladium on carbon). Run in CO (methanol). Conditions: time 2 hour. Product: NC1=C2C=CC=C(C2=CC=C1)C(=O)NCC1=CC=CC=C1 (5-amino-N-benzylnaphthalene-1-carboxamide). Isolated yield 88.3%. As a reaction SMILES: [CH2:1]([NH:8][C:9]([C:11]1[C:20]2[C:15](=[C:16]([N+:21]([O-])=O)[CH:17]=[CH:18][CH:19]=2)[CH:14]=[CH:13][CH:12]=1)=[O:10])[C:2]1[CH:7]=[CH:6][CH:5]=[CH:4][CH:3]=1>[Pd].CO>[NH2:21][C:16]1[CH:17]=[CH:18][CH:19]=[C:20]2[C:15]=1[CH:14]=[CH:13][CH:12]=[C:11]2[C:9]([NH:8][CH2:1][C:2]1[CH:3]=[CH:4][CH:5]=[CH:6][CH:7]=1)=[O:10]. Procedure details: 5% Palladium on carbon (14 mg) was added to a suspension of N-benzyl-5-nitronaphthalene-1-carboxamide (128.0 mg, 0.418 mmol) in methanol (2.5 ml). The mixture was stirred at room temperature for 2 hours, under hydrogen atmosphere. After the palladium on carbon was filtered off, the filtrate was concentrated. The residue was solidified by a mixture of isopropyl ether: ethyl acetate (1:1), and the resulting solid was washed with isopropyl ether and dried to give the title compound as a light yello... The reactants are Cl, O=C(O)c1cc(F)cnc1Oc1cccc(F)c1, COC(=O)c1ccc(C(C)N)cc1. RXN SMILES: [ClH:19].[F:1][c:2]1[cH:3][n:4][c:5]([O:11][c:12]2[cH:13][c:14]([F:18])[cH:15][cH:16][cH:17]2)[c:6]([C:7](=[O:8])[OH:9])[cH:10]1.[NH2:20][CH:21]([CH3:22])[c:23]1[cH:24][cH:25][c:26]([C:27](=[O:28])[O:29][CH3:30])[cH:31][cH:32]1>>[F:1][c:2]1[cH:3][n:4][c:5]([O:11][c:12]2[cH:13][c:14]([F:18])[cH:15][cH:16][cH:17]2)[c:6]([C:7](=[O:9])[NH:20][CH:21]([CH3:22])[c:23]2[cH:24][cH:25][c:26]([C:27](=[O:28])[O:29][CH3:30])[cH:31][cH:32]2)[cH:10]1. Yields the product COC(=O)c1ccc(C(C)NC(=O)c2cc(F)cnc2Oc2cccc(F)c2)cc1. The reactants are C(C=C)I (allyl iodide), C[Si](C)(C)[N-][Si](C)(C)C.[Li+] (lithium bis(trimethylsilyl)amide), C(C1=CC=CC=C1)[C@@H]1N(C(OC1)=O)C(COC1=CC(=C(C=C1)F)C)=O ((S)-4-Benzyl-3-(2-(4-fluoro-3-methylphenoxy)acetyl)oxazolidin-2-one), [NH4+].[Cl-] (NH4Cl). Run in C1CCOC1 (THF), C1CCOC1 (THF), C1CCOC1 (THF). Reaction conditions: temperature -70 celsius, time 30 minute. Product: C(C1=CC=CC=C1)[C@@H]1N(C(OC1)=O)C([C@@H](CC=C)OC1=CC(=C(C=C1)F)C)=O ((S)-4-benzyl-3-((R)-2-(4-fluoro-3-methylphenoxy)pent-4-enoyl)oxazolidin-2-one). The yield is 31.6%. Reaction SMILES: C[Si]([N-][Si](C)(C)C)(C)C.[Li+].[CH2:11]([C@H:18]1[CH2:22][O:21][C:20](=[O:23])[N:19]1[C:24](=[O:35])[CH2:25][O:26][C:27]1[CH:32]=[CH:31][C:30]([F:33])=[C:29]([CH3:34])[CH:28]=1)[C:12]1[CH:17]=[CH:16][CH:15]=[CH:14][CH:13]=1.[CH2:36](I)[CH:37]=[CH2:38].[NH4+].[Cl-]>C1COCC1>[CH2:11]([C@H:18]1[CH2:22][O:21][C:20](=[O:23])[N:19]1[C:24](=[O:35])[C@H:25]([O:26][C:27]1[CH:32]=[CH:31][C:30]([F:33])=[C:29]([CH3:34])[CH:28]=1)[CH2:38][CH:37]=[CH2:36])[C:12]1[CH:17]=[CH:16][CH:15]=[CH:14][CH:13]=1 |f:0.1,4.5|. Reported procedure: To the solution of lithium bis(trimethylsilyl)amide (5.2 mL, 5.2 mmol, 1M in THF) in anhydrous 30 mL THF at −70° C. was slowly added over 15 minutes (S)-4-Benzyl-3-(2-(4-fluoro-3-methylphenoxy)acetyl)oxazolidin-2-one (1.5 g, 4.3 mmol) as a solution in 8.0 mL THF. The reaction mixture was stirred for 30 min at −70° C. and then was slowly added a pre-cooled solution of allyl iodide (2.2 g, 13 mmol) in 8 mL of THF. The resulting mixture was stirred at −70° C. for 1 h and the temperature was slowly ... Starting materials: CO, [Na+], [OH-], COC(=O)CNC(=O)NCCCCC1CCSS1. The product is O=C(O)CNC(=O)NCCCCC1CCSS1. Reaction SMILES: [CH3:21][OH:22].[Na+:2].[OH-:1].[S:3]1[S:4][CH:5]([CH2:8][CH2:9][CH2:10][CH2:11][NH:12][C:13]([NH:14][CH2:15][C:16](=[O:17])[O:18][CH3:19])=[O:20])[CH2:6][CH2:7]1>>[S:3]1[S:4][CH:5]([CH2:8][CH2:9][CH2:10][CH2:11][NH:12][C:13]([NH:14][CH2:15][C:16](=[O:17])[OH:18])=[O:20])[CH2:6][CH2:7]1. The reactants are CCOC(=O)c1cc(NC(C)CC)nc(OC(F)F)c1, CCO, Cl, [Na+], [OH-]. Product: CCC(C)Nc1cc(C(=O)O)cc(OC(F)F)n1. As a reaction SMILES: [CH2:3]([CH3:4])[O:5][C:6]([c:7]1[cH:8][c:9]([NH:17][CH:18]([CH3:19])[CH2:20][CH3:21])[n:10][c:11]([O:13][CH:14]([F:15])[F:16])[cH:12]1)=[O:22].[CH3:24][CH2:25][OH:26].[ClH:23].[Na+:2].[OH-:1]>>[O:5]=[C:6]([c:7]1[cH:8][c:9]([NH:17][CH:18]([CH3:19])[CH2:20][CH3:21])[n:10][c:11]([O:13][CH:14]([F:15])[F:16])[cH:12]1)[OH:22]. Reactants: BrCCCCOCc1ccccc1, O=C([O-])[O-], CN(C)C=O, [K+], [K+], O, O=Cc1ccc(N2CCOCC2)c(O)c1. Product: O=Cc1ccc(N2CCOCC2)c(OCCCCOCc2ccccc2)c1. As a reaction SMILES: [Br:22][CH2:23][CH2:24][CH2:25][CH2:26][O:27][CH2:28][c:29]1[cH:30][cH:31][cH:32][cH:33][cH:34]1.[C:16](=[O:17])([O-:18])[O-:19].[CH3:36][N:37]([CH3:38])[CH:39]=[O:40].[K+:20].[K+:21].[OH2:35].[OH:1][c:2]1[cH:3][c:4]([CH:5]=[O:6])[cH:7][cH:8][c:9]1[N:10]1[CH2:11][CH2:12][O:13][CH2:14][CH2:15]1>>[O:1]([c:2]1[cH:3][c:4]([CH:5]=[O:6])[cH:7][cH:8][c:9]1[N:10]1[CH2:11][CH2:12][O:13][CH2:14][CH2:15]1)[CH2:23][CH2:24][CH2:25][CH2:26][O:27][CH2:28][c:29]1[cH:30][cH:31][cH:32][cH:33][cH:34]1. Reactants: O=C(OCc1ccccc1)N1CC2CN(c3cncc(Br)c3)C2C1, O=C(O)C(F)(F)F. Product: Brc1cncc(N2CC3CNCC32)c1. RXN SMILES: [Br:1][c:2]1[cH:3][c:4]([N:8]2[CH:9]3[CH2:10][N:11]([C:15]([O:16][CH2:17][c:18]4[cH:19][cH:20][cH:21][cH:22][cH:23]4)=[O:24])[CH2:12][CH:13]3[CH2:14]2)[cH:5][n:6][cH:7]1.[OH:25][C:26]([C:27]([F:28])([F:29])[F:30])=[O:31]>>[Br:1][c:2]1[cH:3][c:4]([N:8]2[CH:9]3[CH2:10][NH:11][CH2:12][CH:13]3[CH2:14]2)[cH:5][n:6][cH:7]1. Starting materials: C(C)OC(=O)C1=C(OC=C1)C(C)C (2-Isopropyl-furan-3-carboxylic acid ethyl ester), [H-].[Al+3].[Li+].[H-].[H-].[H-] (lithium aluminium hydride). Solvent: O1CCCC1 (tetrahydrofuran). Run at time 18 hour. Yields the product C(C)(C)C=1OC=CC1CO ((2-isopropyl-furan-3-yl)-methanol). As a reaction SMILES: C([O:3][C:4]([C:6]1[CH:10]=[CH:9][O:8][C:7]=1[CH:11]([CH3:13])[CH3:12])=O)C.[H-].[Al+3].[Li+].[H-].[H-].[H-]>O1CCCC1>[CH:11]([C:7]1[O:8][CH:9]=[CH:10][C:6]=1[CH2:4][OH:3])([CH3:13])[CH3:12] |f:1.2.3.4.5.6|. Reported procedure: A solution of 2-isopropyl-furan-3-carboxylic acid ethyl ester (82) (4.0 g, 21.95 mmoles) in tetrahydrofuran (70 ml) was treated portionwise during 0.5 h with lithium aluminium hydride (0.7 g, 18.4 mmoles) under a nitrogen atmosphere. When the addition was complete the mixture was stirred at room temperature for 18 hours, then quenched by the addition of excess acetone (1 ml) and then water (1 ml). After diluting with ethyl acetate (150 ml) the grey precipitate was removed by filtration. The filt... Reactants: NC(CCCC(=O)OC)C=1C(=NC=CC1OC)OC (methyl 5-amino-5-(2,4-dimethoxypyridin-3-yl)pentanoate), FC1=C(C=C(C=O)C=C1)C1=NC=CC=C1 (4-fluoro-3-(pyridin-2-yl)benzaldehyde). Yields the product COC1=NC=CC(=C1C1CCCC(N1CC1=CC(=C(C=C1)F)C1=NC=CC=C1)=O)OC (6-(2,4-dimethoxypyridin-3-yl)-1-(4-fluoro-3-(pyridin-2-yl)benzyl)piperidin-2-one). RXN SMILES: [NH2:1][CH:2]([C:10]1[C:11]([O:18][CH3:19])=[N:12][CH:13]=[CH:14][C:15]=1[O:16][CH3:17])[CH2:3][CH2:4][CH2:5][C:6]([O:8]C)=O.[F:20][C:21]1[CH:28]=[CH:27][C:24]([CH:25]=O)=[CH:23][C:22]=1[C:29]1[CH:34]=[CH:33][CH:32]=[CH:31][N:30]=1>>[CH3:19][O:18][C:11]1[C:10]([CH:2]2[N:1]([CH2:25][C:24]3[CH:27]=[CH:28][C:21]([F:20])=[C:22]([C:29]4[CH:34]=[CH:33][CH:32]=[CH:31][N:30]=4)[CH:23]=3)[C:6](=[O:8])[CH2:5][CH2:4][CH2:3]2)=[C:15]([O:16][CH3:17])[CH:14]=[CH:13][N:12]=1. Procedure: Prepared according to the described general procedure 1 (GP1) by reaction of methyl 5-amino-5-(2,4-dimethoxypyridin-3-yl)pentanoate with 4-fluoro-3-(pyridin-2-yl)benzaldehyde. Subsequent purification by preparative HPLC afforded the target compound. LC-MS (conditions A): tR=0.58 min.; [M+H]+: 421.83 g/mol.